Task: describe an organic reaction: reactants, conditions, products, and yield. Dataset: the Open Reaction Database (ORD), a public repository of structured organic reaction records The reactants are [Na] (sodium), ClCC(=O)O (chloroacetic acid), [N+](=O)([O-])C1=C(C(=O)O)C=CC(C1)=S=O (nitro-4-sulfinylbenzoic acid), S(=O)([O-])[O-].[Na+].[Na+] (sodium sulfite), [Na] (sodium), [N+](=O)([O-])C1=C(C(=O)Cl)C=CC(=C1)S(=O)(=O)Cl (2-nitro-4(chlorosulfonyl)benzoyl chloride). Run in O (water), O (water). Run at temperature 15 celsius, time 3 hour. Yields the product [N+](=O)([O-])C1=C(C(=O)O)C=CC(=C1)S(=O)(=O)C (2-nitro-4-(methylsulfonyl)benzoic acid). Yield: 87.0%. Reaction SMILES: [S:1]([O-:4])([O-])=[O:2].[Na+].[Na+].[Na].[N+]([C:11]1C=C(S(Cl)(=O)=O)C=CC=1C(Cl)=O)([O-])=O.ClCC(O)=O.[N+:29]([C:32]1[CH2:40][C:39](=S=O)[CH:38]=[CH:37][C:33]=1[C:34]([OH:36])=[O:35])([O-:31])=[O:30]>O>[N+:29]([C:32]1[CH:40]=[C:39]([S:1]([CH3:11])(=[O:4])=[O:2])[CH:38]=[CH:37][C:33]=1[C:34]([OH:36])=[O:35])([O-:31])=[O:30] |f:0.1.2,^1:6|. Procedure details: A 100 mL round bottom flask equipped with a reflux condenser, thermometer and magnetic stirrer was charged with 1.9 g (15 mmol) of sodium sulfite, 5.1 g (60 mmol) of sodium bicarbona+and 20 mL of water. The resulting slurry was cooled to 15° C. and 4.0 g (14 mmol) of 2-nitro-4(chlorosulfonyl)benzoyl chloride was added over 5 minutes. The reaction mixture was stirred at 15° C. for three hours and then at ambient temperature overnight. After warming to 40° C., 3.1 g (27 mmol) of the sodium salt of... The reactants are ClC=1C=NC=C(C(=NO)Cl)C1 (5-Chloro-N-hydroxynicotinimidoyl chloride), C(#C)C1=CC=C(C#N)C=C1 (4-ethynylbenzonitrile), N (NH3). Yields the product ClC=1C=C(C=NC1)C1=NOC(=C1)C1=CC=C(C#N)C=C1 (4-(3-(5-Chloropyridin-3-yl)isoxazol-5-yl)benzonitrile). RXN SMILES: [Cl:1][C:2]1[CH:3]=[N:4][CH:5]=[C:6]([CH:11]=1)[C:7](Cl)=[N:8][OH:9].[C:12]([C:14]1[CH:21]=[CH:20][C:17]([C:18]#[N:19])=[CH:16][CH:15]=1)#[CH:13].N>>[Cl:1][C:2]1[CH:11]=[C:6]([C:7]2[CH:13]=[C:12]([C:14]3[CH:21]=[CH:20][C:17]([C:18]#[N:19])=[CH:16][CH:15]=3)[O:9][N:8]=2)[CH:5]=[N:4][CH:3]=1. Procedure: The titled compound was prepared according to Method CB using the product of Example 69B (57 mg, 0.3 mmol) and 4-ethynylbenzonitrile (Aldrich, 38 mg, 0.3 mmol). 1H NMR (300 MHz, DMSO-d6) δ8.00 (s, 1H), 8.09 (s, 4H), 8.45 (t, J=2.1 Hz, 1H), 8.82 (d, J=2.4 Hz, 1H), 9.09 (d, J=1.6 Hz, 1H) ppm; MS (DCI/NH3) m/z 282 (M+H)+, 284 (M+H)+.